From a dataset of the Open Reaction Database (ORD), a public repository of structured organic reaction records. describe an organic reaction: reactants, conditions, products, and yield Procedure: 9.9 g of succinimide were added to 100 ml of water containing trace amounts of K2CO3. The mixture was then heated to 70° C while stirring. When all solid had dissolved, 20 ml (8.0 g) of a 40% aqueous methylglyoxal were added in one batch and the reaction mixture was kept at 70° C for another hour. As a reaction SMILES: [C:1]1(=[O:7])[NH:5][C:4](=[O:6])[CH2:3][CH2:2]1.C([O-])([O-])=O.[K+].[K+].[CH3:14][C:15]([CH:17]=[O:18])=[O:16]>O>[CH3:14][C:15]([CH:17]=[O:18])=[O:16].[C:4]1(=[O:6])[NH:5][C:1](=[O:7])[CH2:2][CH2:3]1 |f:1.2.3,6.7|. Reactants: C1(CCC(N1)=O)=O (succinimide), C(=O)([O-])[O-].[K+].[K+] (K2CO3), CC(=O)C=O (methylglyoxal). Product: CC(=O)C=O.C1(CCC(N1)=O)=O (Methylglyoxal succinimide). Run in O (water). Reaction conditions: temperature 70 celsius. The reactants are C(CS)(=O)OC (methyl thioglycolate), [H-].[Na+] (sodium hydride), BrC1C2=CC=CC=C2C=2C=CC=CC12 (9-Bromofluorene). The solvent is O1CCCC1 (tetrahydrofuran), O1CCCC1 (tetrahydrofuran). Yield: 17.9%. The product is C1=CC=CC=2C3=CC=CC=C3C(C12)SCC(=O)OC (methyl (9-fluorenylthio)acetate). Run at time 20 minute. Procedure details: To a suspension of sodium hydride (840 mg of 60% NaH in oil, 21.0 mmol) in 40 mL of tetrahydrofuran is added methyl thioglycolate (1.68 mL, 18.8 mmol). The mixture is stirred at room temperature for 20 minutes. 9-Bromofluorene (Aldrich) (5.23 g, 21.3 mmol) in 30 mL of tetrahydrofuran is added and the reaction mixture is stirred at room temperature overnight then concentrated to dryness. The residue is taken up in ethyl acetate and washed with brine, saturated aqueous sodium bicarbonate, and agai... As a reaction SMILES: [H-].[Na+].[C:3]([O:7][CH3:8])(=[O:6])[CH2:4][SH:5].Br[CH:10]1[C:22]2[CH:21]=[CH:20][CH:19]=[CH:18][C:17]=2[C:16]2[C:11]1=[CH:12][CH:13]=[CH:14][CH:15]=2>O1CCCC1>[CH:12]1[C:11]2[CH:10]([S:5][CH2:4][C:3]([O:7][CH3:8])=[O:6])[C:22]3[C:17](=[CH:18][CH:19]=[CH:20][CH:21]=3)[C:16]=2[CH:15]=[CH:14][CH:13]=1 |f:0.1|. Reactants: Cc1ccccc1, O=C(CCl)NNc1c(Cl)cc(C(F)(F)F)cc1Cl, O=P(Cl)(Cl)Cl. The product is FC(F)(F)c1cc(Cl)c(NN=C(Cl)CCl)c(Cl)c1. RXN SMILES: [CH3:24][c:25]1[cH:26][cH:27][cH:28][cH:29][cH:30]1.[Cl:6][c:7]1[c:8]([NH:18][NH:19][C:20]([CH2:21][Cl:22])=[O:23])[c:9]([Cl:17])[cH:10][c:11]([C:13]([F:14])([F:15])[F:16])[cH:12]1.[P:1]([Cl:2])([Cl:3])([Cl:4])=[O:5]>>[Cl:3][C:20](=[N:19][NH:18][c:8]1[c:7]([Cl:6])[cH:12][c:11]([C:13]([F:14])([F:15])[F:16])[cH:10][c:9]1[Cl:17])[CH2:21][Cl:22].